Dataset: the Open Reaction Database (ORD), a public repository of structured organic reaction records. Task: describe an organic reaction: reactants, conditions, products, and yield The reactants are C(C=CC=CC)(=O)O (2,4-hexadienoic acid), CC(=CC[C@H](C1=CC(=O)C=2C(=CC=C(C2C1=O)O)O)O)C (shikonin), C1(CCCCC1)N=C=NC1CCCCC1 (dicyclohexylcarbodiimide), CN(C)C1=NC=CC=C1 (dimethylaminopyridine). Run in ClCCl (dichloromethane). Reaction conditions: time 30 minute. The product is C(C=CC=CC)(=O)OC(CC=C(C)C)C=1C(C2=C(C=CC(=C2C(C1)=O)O)O)=O (2-[1-(2,4-hexadienoyloxy)-4-methyl-3-pentenyl]-5,8-dihydroxy-1,4-naphthoquinone). Isolated yield 39.7%. RXN SMILES: [CH3:1][C:2]([CH3:21])=[CH:3][CH2:4][C@@H:5]([OH:20])[C:6]1[C:16](=[O:17])[C:15]2[C:14]([OH:18])=[CH:13][CH:12]=[C:11]([OH:19])[C:10]=2[C:8](=[O:9])[CH:7]=1.C1(N=C=NC2CCCCC2)CCCCC1.CN(C1C=CC=CN=1)C.[C:46](O)(=[O:52])[CH:47]=[CH:48][CH:49]=[CH:50][CH3:51]>ClCCl>[C:46]([O:20][CH:5]([C:6]1[C:16](=[O:17])[C:15]2[C:10]([C:8](=[O:9])[CH:7]=1)=[C:11]([OH:19])[CH:12]=[CH:13][C:14]=2[OH:18])[CH2:4][CH:3]=[C:2]([CH3:21])[CH3:1])(=[O:52])[CH:47]=[CH:48][CH:49]=[CH:50][CH3:51]. Procedure details: 288 mg (1 mmole) of shikonin, 226 mg (1.1 mmole) of dicyclohexylcarbodiimide and 30 mg (0.25 mmole) of dimethylaminopyridine were dissolved in 3 ml of dry dichloromethane. To the resulting solution was added 112 mg (1 mmole) of 2,4-hexadienoic acid at 0° C. under nitrogen gas, and the mixture was stirred for 30 minutes and then at room temperature for further 3 hours. The resulting product was separated and purified according to the procedures as described in Example 1 to obtain 152 mg (Yield: 4...